describe an organic reaction: reactants, conditions, products, and yield From a dataset of the Open Reaction Database (ORD), a public repository of structured organic reaction records. Reactants: ClC1=C(C=O)C=CC=C1O (2-chloro-3-hydroxybenzaldehyde), N1CCCCC1 (piperidine), [BH4-].[Na+] (sodium borohydride). The solvent is C(C)O (ethanol). Product: ClC1=C(CN2CCCCC2)C=CC=C1O (N-(2-chloro-3-hydroxybenzyl)piperidine). RXN SMILES: [Cl:1][C:2]1[C:9]([OH:10])=[CH:8][CH:7]=[CH:6][C:3]=1[CH:4]=O.[NH:11]1[CH2:16][CH2:15][CH2:14][CH2:13][CH2:12]1.[BH4-].[Na+]>C(O)C>[Cl:1][C:2]1[C:9]([OH:10])=[CH:8][CH:7]=[CH:6][C:3]=1[CH2:4][N:11]1[CH2:16][CH2:15][CH2:14][CH2:13][CH2:12]1 |f:2.3|. Procedure details: In a similar manner to that described in Example 17 2-chloro-3-hydroxybenzaldehyde (9 g) in absolute ethanol (60 ml) was treated with piperidine (11.7 ml) and sodium borohydride (2.2 g) to yield N-(2-chloro-3-hydroxybenzyl)piperidine. The piperidine thus prepared was reacted with 4-bromobutyronitrile to give 4-(2-chloro-3-piperidinomethylphenoxy)butyronitrile. Starting materials: C(CCC)[Li] (n-butyllithium), C(CCCCCCCCC)=O (decanal), FC1=C(C=CC=C1)F (1,2-difluorobenzene). Product: FC1=C(C=CC=C1F)C(CCCCCCCCC)O ((2,3-Difluorophenyl)decan-1-ol). RXN SMILES: C([Li])CCC.[CH:6](=[O:16])[CH2:7][CH2:8][CH2:9][CH2:10][CH2:11][CH2:12][CH2:13][CH2:14][CH3:15].[F:17][C:18]1[CH:23]=[CH:22][CH:21]=[CH:20][C:19]=1[F:24]>>[F:17][C:18]1[C:19]([F:24])=[CH:20][CH:21]=[CH:22][C:23]=1[CH:6]([OH:16])[CH2:7][CH2:8][CH2:9][CH2:10][CH2:11][CH2:12][CH2:13][CH2:14][CH3:15]. Reported procedure: Quantities: n-butyllithium (30 cm3, 10.0M in hexanes, 0.3 mol), decanal (47 g, 0.3 mol) and 1,2-difluorobenzene (34.5 g, 0.3 mol). The experimental procedure was as described in Example 16. Reactants: BrC=1SC=C(N1)C=O (2-Bromothiazole-4-carbaldehyde), C(CO)O (ethylene glycol). Run in C1(=CC=CC=C1)C (toluene). As a reaction SMILES: [Br:1][C:2]1[S:3][CH:4]=[C:5]([CH:7]=[O:8])[N:6]=1.[CH2:9](O)[CH2:10][OH:11]>C1(C)C=CC=CC=1>[Br:1][C:2]1[S:3][CH:4]=[C:5]([CH:7]2[O:11][CH2:10][CH2:9][O:8]2)[N:6]=1. Product: BrC=1SC=C(N1)C1OCCO1 (2-Bromo-4-(1,3-dioxolan-2-yl) thiazole). Yield: 74.7%. Procedure: 2-Bromothiazole-4-carbaldehyde (6.56 g, 34.17 mmol) [A. T. Ung, S. G. Pyne/Tetrahedron: Asymmetry 9 (1998) 1395–1407] and ethylene glycol (5.72 ml, 102.5 mmol) were heated under reflux in toluene (50 ml), with a Dean and Stark trap fitted, for 18 hr. The product was concentrated and purified by column chromatography (15% ethyl acetate /hexane) to give the product as a yellow solid (6.03 g); m/z 236,238.